This data is from the Open Reaction Database (ORD), a public repository of structured organic reaction records. The task is: describe an organic reaction: reactants, conditions, products, and yield Reactants: C(CC)C(C(=O)OCC)C(=O)OCC (diethyl propylmalonate), [Na] (Sodium), BrCCCCCN1C(C=2C(C1=O)=CC=CC2)=O (N-(5-bromopentyl)phthalimide). The solvent is C(C)O (ethanol). The product is C1(C=2C(C(N1CCCCCC(C(=O)OCC)(C(=O)OCC)CCC)=O)=CC=CC2)=O (diethyl 2-(5-phthalimidopentyl)-2-propylmalonate). The yield is 41.0%. As a reaction SMILES: [Na].[CH2:2]([CH:5]([C:11]([O:13][CH2:14][CH3:15])=[O:12])[C:6]([O:8][CH2:9][CH3:10])=[O:7])[CH2:3][CH3:4].Br[CH2:17][CH2:18][CH2:19][CH2:20][CH2:21][N:22]1[C:26](=[O:27])[C:25]2=[CH:28][CH:29]=[CH:30][CH:31]=[C:24]2[C:23]1=[O:32]>C(O)C>[C:26]1(=[O:27])[N:22]([CH2:21][CH2:20][CH2:19][CH2:18][CH2:17][C:5]([CH2:2][CH2:3][CH3:4])([C:6]([O:8][CH2:9][CH3:10])=[O:7])[C:11]([O:13][CH2:14][CH3:15])=[O:12])[C:23](=[O:32])[C:24]2=[CH:31][CH:30]=[CH:29][CH:28]=[C:25]12 |^1:0|. Reported procedure: Sodium (0.5 g) was dissolved in ethanol (7 ml) and diethyl propylmalonate (4.4 g) was added to the solution. The resulting mixture was heated under reflux for 15 minutes. To the mixture was added N-(5-bromopentyl)phthalimide (6.4 g) and the mixture was further heated under reflux for 4 hours. Then, ethanol was removed by distillation. The residue was treated with ether and filtered. The filtrate was concentrated and the residue was chromatographed on silica gel column. A fraction eluted with 5% ... Starting materials: N#Cc1ccc(-c2ccc(O)cc2)cc1, CCCCCCCCCOC(=O)Cl, c1ccncc1, c1ccccc1. Yields the product CCCCCCCCCOC(=O)Oc1ccc(-c2ccc(C#N)cc2)cc1. As a reaction SMILES: [C:1](#[N:2])[c:3]1[cH:4][cH:5][c:6](-[c:9]2[cH:10][cH:11][c:12]([OH:15])[cH:13][cH:14]2)[cH:7][cH:8]1.[CH2:22]([CH2:23][CH2:24][CH2:25][CH2:26][CH2:27][CH2:28][CH2:29][CH3:30])[O:31][C:32](=[O:33])[Cl:34].[cH:16]1[cH:17][cH:18][n:19][cH:20][cH:21]1.[cH:35]1[cH:36][cH:37][cH:38][cH:39][cH:40]1>>[C:1](#[N:2])[c:3]1[cH:4][cH:5][c:6](-[c:9]2[cH:10][cH:11][c:12]([O:15][C:32]([O:31][CH2:22][CH2:23][CH2:24][CH2:25][CH2:26][CH2:27][CH2:28][CH2:29][CH3:30])=[O:33])[cH:13][cH:14]2)[cH:7][cH:8]1. The reactants are FC1=C(C=CC(=C1)F)C#C (2,4-difluorophenylacetylene), ClC1=C(CS)C=CC(=C1)Cl (2,4-dichlorobenzyl mercaptan), [Na] (sodium). The product is FC1=C(\C=C/C(C2=C(C=C(C=C2)Cl)Cl)SC(C2=C(C=C(C=C2)Cl)Cl)\C=C/C2=C(C=C(C=C2)F)F)C=CC(=C1)F ((Z)-2,4-difluorostyryl-2,4-dichlorobenzylsulfide). As a reaction SMILES: [F:1][C:2]1[CH:7]=[C:6]([F:8])[CH:5]=[CH:4][C:3]=1[C:9]#[CH:10].[Cl:11][C:12]1[CH:19]=[C:18]([Cl:20])[CH:17]=[CH:16][C:13]=1[CH2:14][SH:15].[Na]>>[F:1][C:2]1[CH:7]=[C:6]([F:8])[CH:5]=[CH:4][C:3]=1/[CH:9]=[CH:10]\[CH:14]([S:15][CH:14](/[CH:10]=[CH:9]\[C:3]1[CH:4]=[CH:5][C:6]([F:8])=[CH:7][C:2]=1[F:1])[C:13]1[CH:16]=[CH:17][C:18]([Cl:20])=[CH:19][C:12]=1[Cl:11])[C:13]1[CH:16]=[CH:17][C:18]([Cl:20])=[CH:19][C:12]=1[Cl:11] |^1:20|. Reported procedure: A solution of 2,4-difluorophenylacetylene (0.02 mol), 2,4-dichlorobenzyl mercaptan (0.02 mol) and metallic sodium (0.02 g atom) is subjected to the General Procedure to form (Z)-2,4-difluorostyryl-2,4-dichlorobenzylsulfide. The title compound is obtained following oxidation of the sulfide, according to the General Procedure. Reactants: C(C)(=O)OCC=CCN(CC1=CC=CC=C1)CC1=CC=CC=C1 (1-acetoxy-4-dibenzylamino-2-butene), C1(CCCCC1)C(C1CCCCC1)N (dicyclohexylmethylamine). Reagents/catalysts: C=1C=CC(=CC1)[P](C=2C=CC=CC2)(C=3C=CC=CC3)[Pd]([P](C=4C=CC=CC4)(C=5C=CC=CC5)C=6C=CC=CC6)([P](C=7C=CC=CC7)(C=8C=CC=CC8)C=9C=CC=CC9)[P](C=1C=CC=CC1)(C=1C=CC=CC1)C=1C=CC=CC1 (tetrakis(triphenylphosphine)palladium(0)). Run in C1CCOC1 (THF). Conditions: time 8 hour. Yields the product C1(CCCCC1)CN(CC=CCN(CC1=CC=CC=C1)CC1=CC=CC=C1)CC1CCCCC1 (N,N-Dicyclohexylmethyl-N',N'-dibenzyl-2-butene-1,4-diamine), solid. RXN SMILES: C(O[CH2:5][CH:6]=[CH:7][CH2:8][N:9]([CH2:17][C:18]1[CH:23]=[CH:22][CH:21]=[CH:20][CH:19]=1)[CH2:10][C:11]1[CH:16]=[CH:15][CH:14]=[CH:13][CH:12]=1)(=O)C.C1([CH:30]([NH2:37])[CH:31]2[CH2:36][CH2:35][CH2:34][CH2:33][CH2:32]2)CCCCC1>C1COCC1.C1C=CC([P]([Pd]([P](C2C=CC=CC=2)(C2C=CC=CC=2)C2C=CC=CC=2)([P](C2C=CC=CC=2)(C2C=CC=CC=2)C2C=CC=CC=2)[P](C2C=CC=CC=2)(C2C=CC=CC=2)C2C=CC=CC=2)(C2C=CC=CC=2)C2C=CC=CC=2)=CC=1>[CH:18]1([CH2:17][N:9]([CH2:10][CH:11]2[CH2:12][CH2:13][CH2:14][CH2:15][CH2:16]2)[CH2:8][CH:7]=[CH:6][CH2:5][N:37]([CH2:30][C:31]2[CH:32]=[CH:33][CH:34]=[CH:35][CH:36]=2)[CH2:10][C:11]2[CH:16]=[CH:15][CH:14]=[CH:13][CH:12]=2)[CH2:19][CH2:20][CH2:21][CH2:22][CH2:23]1 |^1:46,48,67,86|. Procedure details: A solution of 1-acetoxy-4-dibenzylamino-2-butene (10.1 g, 33 mmol) and dicyclohexylmethylamine (6.8 g, 32 mmol) in 50 ml of THF is treated with tetrakis(triphenylphosphine)palladium(0) (1.0 g, 0.9 mmol) and stirred at room temperature overnight. The reaction mixture is concentrated in vacuo to a solid which is redissolved in 100 ml of THF and treated with 25 ml of 20% aqueous sodium hydroxide. The mixture is stirred for one hour, concentrated and extracted with diethyl ether. The ether extracts ... Reactants: O=C(O)C(O)C(O)C(=O)O, CCOC(=O)COc1cc(C2CCCNC2)ccc1C, CCOC(C)=O, O=C(OCc1ccc(C(F)(F)F)cc1)n1ccnc1. Yields the product CCOC(=O)COc1cc(C2CCCN(C(=O)OCc3ccc(C(F)(F)F)cc3)C2)ccc1C. As a reaction SMILES: [C:1]([OH:2])(=[O:3])[CH:4]([CH:5]([C:6]([OH:7])=[O:8])[OH:9])[OH:10].[CH2:11]([CH3:12])[O:13][C:14]([CH2:15][O:16][c:17]1[c:18]([CH3:29])[cH:19][cH:20][c:21]([CH:23]2[CH2:24][NH:25][CH2:26][CH2:27][CH2:28]2)[cH:22]1)=[O:30].[CH3:50][CH2:51][O:52][C:53](=[O:54])[CH3:55].[F:31][C:32]([c:33]1[cH:34][cH:35][c:36]([CH2:37][O:38][C:39](=[O:40])[n:41]2[cH:42][cH:43][n:44][cH:45]2)[cH:46][cH:47]1)([F:48])[F:49]>>[CH2:11]([CH3:12])[O:13][C:14]([CH2:15][O:16][c:17]1[c:18]([CH3:29])[cH:19][cH:20][c:21]([CH:23]2[CH2:24][N:25]([C:39]([O:38][CH2:37][c:36]3[cH:35][cH:34][c:33]([C:32]([F:31])([F:48])[F:49])[cH:47][cH:46]3)=[O:40])[CH2:26][CH2:27][CH2:28]2)[cH:22]1)=[O:30]. Reactants: CCOC(=O)CN(Cc1ccc(OC)cc1OC)Cc1cc(OCc2ccccc2)ccc1C(=O)OCC, C1CCOC1, CC(C)(C)[O-], CCOC(C)=O, [Cl-], [K+], [NH4+]. Product: CCOC(=O)C1=C(O)c2ccc(OCc3ccccc3)cc2CN1Cc1ccc(OC)cc1OC. Reaction SMILES: [CH2:1]([O:2][C:3](=[O:4])[CH2:5][N:6]([CH2:7][c:8]1[c:9]([C:22](=[O:23])[O:24][CH2:25][CH3:26])[cH:10][cH:11][c:12]([O:14][CH2:15][c:16]2[cH:17][cH:18][cH:19][cH:20][cH:21]2)[cH:13]1)[CH2:27][c:28]1[c:29]([O:36][CH3:37])[cH:30][c:31]([O:34][CH3:35])[cH:32][cH:33]1)[CH3:38].[CH2:53]1[O:54][CH2:55][CH2:56][CH2:57]1.[CH3:39][C:40]([CH3:41])([O-:42])[CH3:43].[CH3:45][CH2:46][O:47][C:48]([CH3:49])=[O:50].[Cl-:51].[K+:44].[NH4+:52]>>[N:6]1([CH2:27][c:28]2[c:29]([O:36][CH3:37])[cH:30][c:31]([O:34][CH3:35])[cH:32][cH:33]2)[CH2:7][c:8]2[c:9]([cH:10][cH:11][c:12]([O:14][CH2:15][c:16]3[cH:17][cH:18][cH:19][cH:20][cH:21]3)[cH:13]2)[C:22]([OH:23])=[C:49]1[C:48]([O:47][CH2:46][CH3:45])=[O:50]. The reactants are CCO, COC(=O)c1c(-c2nc3ccccn3c2Cc2c[nH]c3cccc(C)c23)ccc2ccccc12, Cl, [Na+], [OH-]. Yields the product Cc1cccc2[nH]cc(Cc3c(-c4ccc5ccccc5c4C(=O)O)nc4ccccn34)c12. RXN SMILES: [CH3:38][CH2:39][OH:40].[CH3:3][c:4]1[c:5]2[c:6]([CH2:13][c:14]3[c:15](-[c:23]4[c:24]([C:33](=[O:34])[O:35][CH3:36])[c:25]5[cH:26][cH:27][cH:28][cH:29][c:30]5[cH:31][cH:32]4)[n:16][c:17]4[n:18]3[cH:19][cH:20][cH:21][cH:22]4)[cH:7][nH:8][c:9]2[cH:10][cH:11][cH:12]1.[ClH:37].[Na+:2].[OH-:1]>>[CH3:3][c:4]1[c:5]2[c:6]([CH2:13][c:14]3[c:15](-[c:23]4[c:24]([C:33](=[O:34])[OH:35])[c:25]5[cH:26][cH:27][cH:28][cH:29][c:30]5[cH:31][cH:32]4)[n:16][c:17]4[n:18]3[cH:19][cH:20][cH:21][cH:22]4)[cH:7][nH:8][c:9]2[cH:10][cH:11][cH:12]1.